Dataset: the Open Reaction Database (ORD), a public repository of structured organic reaction records. Task: describe an organic reaction: reactants, conditions, products, and yield Reactants: ClC1=CN=CC(=N1)N1CCN2C1=CC(=CC2=O)C2=CC=CC=C2 (1-(6-chloro-pyrazin-2-yl)-7-phenyl-2,3-dihydro-1H-imidazo[1,2-a]pyridin-5-one), CC(C)([O-])C.[Na+] (sodium tert-butoxide), C=1C=CC(=CC1)P(C=2C=CC=CC2)C3=CC=C4C=CC=CC4=C3C5=C6C=CC=CC6=CC=C5P(C=7C=CC=CC7)C=8C=CC=CC8 (BINAP), Pd (OAc)2, C(CC1=CC=CC=C1)N (phenethylamine). Solvent: C1(=CC=CC=C1)C (toluene). Run at temperature 70 celsius. Product: C(CC1=CC=CC=C1)NC1=CN=CC(=N1)N1CCN2C1=CC(=CC2=O)C2=CC=CC=C2 (1-(6-Phenethylamino-pyrazin-2-yl)-7-phenyl-2,3-dihydro-1H-imidazo[1,2-a]pyridin-5-one). Reaction SMILES: Cl[C:2]1[N:7]=[C:6]([N:8]2[C:12]3=[CH:13][C:14]([C:18]4[CH:23]=[CH:22][CH:21]=[CH:20][CH:19]=4)=[CH:15][C:16](=[O:17])[N:11]3[CH2:10][CH2:9]2)[CH:5]=[N:4][CH:3]=1.CC(C)([O-])C.[Na+].C1C=CC(P(C2C(C3C(P(C4C=CC=CC=4)C4C=CC=CC=4)=CC=C4C=3C=CC=C4)=C3C(C=CC=C3)=CC=2)C2C=CC=CC=2)=CC=1.[CH2:76]([NH2:84])[CH2:77][C:78]1[CH:83]=[CH:82][CH:81]=[CH:80][CH:79]=1>C1(C)C=CC=CC=1>[CH2:76]([NH:84][C:2]1[N:7]=[C:6]([N:8]2[C:12]3=[CH:13][C:14]([C:18]4[CH:23]=[CH:22][CH:21]=[CH:20][CH:19]=4)=[CH:15][C:16](=[O:17])[N:11]3[CH2:10][CH2:9]2)[CH:5]=[N:4][CH:3]=1)[CH2:77][C:78]1[CH:83]=[CH:82][CH:81]=[CH:80][CH:79]=1 |f:1.2|. Procedure: To a mixture of 1-(6-chloro-pyrazin-2-yl)-7-phenyl-2,3-dihydro-1H-imidazo[1,2-a]pyridin-5-one (85 mg, 0.26 mmol), sodium tert-butoxide (70 mg, 2.8 eq), BINAP (24 mg, 15% eq), and Pd (OAc)2 (9 mg, 15% eq) was added toluene (5 mL) and phenethylamine (39 μL, 1.2 eq). After purged with N2 for 10 min, the overall mixture was heated at 70° C. for 3 h prior to being cooled to room temperature. The resulting material was filtered through Celite and the filtrated cake was washed with DCM/MeOH (98:2) and ... Starting materials: compound, C(CCCCCCC)C1=CC=C(C=C1)CCO (2-(4-Octylphenyl)ethyl Alcohol), CO (Methanol), C(C)(=O)NC(C(=O)OCC)C(=O)OCC (Diethyl acetamidomalonate), CC[O-].[Na+] (sodium ethylate). Solvent: C(C)O (ethanol), C(C)O (ethanol). Conditions: time 30 minute. The product is C(C)(=O)NC(C(=O)OCC)(C(=O)OCC)CC#CCCCCCCCCCCCC (diethyl 2-acetamido-2-(2-pentadecynyl)malonate). As a reaction SMILES: [C:1]([NH:4][CH:5]([C:11]([O:13][CH2:14][CH3:15])=[O:12])[C:6]([O:8][CH2:9][CH3:10])=[O:7])(=[O:3])[CH3:2].[CH3:16][CH2:17][O-].[Na+].[CH2:20]([C:28]1[CH:33]=[CH:32][C:31](CCO)=[CH:30][CH:29]=1)[CH2:21][CH2:22][CH2:23][CH2:24][CH2:25][CH2:26]C.CO>C(O)C>[C:1]([NH:4][C:5]([CH2:26][C:25]#[C:24][CH2:23][CH2:22][CH2:21][CH2:20][CH2:28][CH2:29][CH2:30][CH2:31][CH2:32][CH2:33][CH2:17][CH3:16])([C:11]([O:13][CH2:14][CH3:15])=[O:12])[C:6]([O:8][CH2:9][CH3:10])=[O:7])(=[O:3])[CH3:2] |f:1.2|. Reported procedure: Diethyl acetamidomalonate (3.327 g) and 1.137 g of sodium ethylate were dissolved in 50 ml of dry ethanol and the mixture was stirred at room temperature for 30 minutes under a nitrogen atmosphere. A solution of 4.000 g of the compound of (3) above in 30 ml of dry ethanol was added thereto and the mixture was refluxed for 15 hours. Methanol (50 ml) was added to the reaction mixture and the insoluble matters were removed. The solvent was distilled away under reduced pressure and the residue was p...